Dataset: the Open Reaction Database (ORD), a public repository of structured organic reaction records. Task: describe an organic reaction: reactants, conditions, products, and yield As a reaction SMILES: [Br:1][c:2]1[n:3][c:4]([C:8]([F:9])([F:10])[F:11])[cH:5][cH:6][cH:7]1.[C:17](=[O:18])([O:19][C:20]([CH3:21])([CH3:22])[CH3:23])[N:24]1[CH2:25][CH2:26][C:27](=[O:30])[CH2:28][CH2:29]1.[CH2:12]([Li:13])[CH2:14][CH2:15][CH3:16].[O:32]1[CH2:33][CH2:34][CH2:35][CH2:36]1.[OH2:31]>>[c:2]1([C:27]2([OH:30])[CH2:26][CH2:25][N:24]([C:17](=[O:18])[O:19][C:20]([CH3:21])([CH3:22])[CH3:23])[CH2:29][CH2:28]2)[n:3][c:4]([C:8]([F:9])([F:10])[F:11])[cH:5][cH:6][cH:7]1. Yields the product CC(C)(C)OC(=O)N1CCC(O)(c2cccc(C(F)(F)F)n2)CC1. Reactants: FC(F)(F)c1cccc(Br)n1, CC(C)(C)OC(=O)N1CCC(=O)CC1, [Li]CCCC, C1CCOC1, O. Reactants: CNCC(OC)OC, Cc1ccccc1, CCCCOc1cc(NC(=O)OCC)ccc1S(=O)c1ccccc1. Yields the product CCCCOc1cc(NC(=O)N(C)CC(OC)OC)ccc1S(=O)c1ccccc1. RXN SMILES: [CH3:26][O:27][CH:28]([CH2:29][NH:30][CH3:31])[O:32][CH3:33].[CH3:34][c:35]1[cH:36][cH:37][cH:38][cH:39][cH:40]1.[c:1]1([S:7](=[O:8])[c:9]2[c:10]([O:21][CH2:22][CH2:23][CH2:24][CH3:25])[cH:11][c:12]([NH:15][C:16]([O:17][CH2:18][CH3:19])=[O:20])[cH:13][cH:14]2)[cH:2][cH:3][cH:4][cH:5][cH:6]1>>[c:1]1([S:7](=[O:8])[c:9]2[c:10]([O:21][CH2:22][CH2:23][CH2:24][CH3:25])[cH:11][c:12]([NH:15][C:16](=[O:20])[N:30]([CH2:29][CH:28]([O:27][CH3:26])[O:32][CH3:33])[CH3:31])[cH:13][cH:14]2)[cH:2][cH:3][cH:4][cH:5][cH:6]1.